Dataset: the Open Reaction Database (ORD), a public repository of structured organic reaction records. Task: describe an organic reaction: reactants, conditions, products, and yield Reactants: Cl.Cl.COC1CN(C(CN1CCC1(CCCCC1)O)C=1C(=C(C=CC1)C1=CC=CC=C1)OC(F)(F)F)C (1-[6-methoxy-3′-(trifluoromethoxy-1,1′-biphenyl-3-yl]-2-(4-methylpiperazin-1-yl)ethyl]cyclohexanol dihydrochloride), Cl.Cl.COC1=CC=C(C=C1C1=CC(=CC=C1)OC(F)(F)F)C(CN1CCNCC1)C1(CCCCC1)O (1-{1-[6-methoxy-3′-(trifluoromethoxy)-1,1′-biphenyl-3-yl]-2-piperazin-1-ylethyl}cyclohexanol dihydrochloride). Product: Cl.Cl.COC1=CC=C(C=C1C1=CC(=CC=C1)OC(F)(F)F)C(CN1CCN(CC1)C)C1(CCCCC1)O (1-[1-[6-methoxy-3′-(trifluoromethoxy)-1,1′-biphenyl-3-yl]-2-(4-methylpiperazin-1-yl)ethyl]cyclohexanol dihydrochloride). As a reaction SMILES: [ClH:1].Cl.CO[CH:5]1[N:10]([CH2:11][CH2:12][C:13]2([OH:19])[CH2:18][CH2:17][CH2:16][CH2:15][CH2:14]2)[CH2:9][CH:8](C2C(OC(F)(F)F)=C(C3C=CC=CC=3)C=CC=2)[N:7]([CH3:37])[CH2:6]1.Cl.Cl.[CH3:40][O:41][C:42]1[C:47]([C:48]2[CH:53]=[CH:52][CH:51]=[C:50]([O:54][C:55]([F:58])([F:57])[F:56])[CH:49]=2)=[CH:46][C:45](C(C2(O)CCCCC2)CN2CCNCC2)=[CH:44][CH:43]=1>>[ClH:1].[ClH:1].[CH3:40][O:41][C:42]1[C:47]([C:48]2[CH:53]=[CH:52][CH:51]=[C:50]([O:54][C:55]([F:56])([F:57])[F:58])[CH:49]=2)=[CH:46][C:45]([CH:12]([C:13]2([OH:19])[CH2:14][CH2:15][CH2:16][CH2:17][CH2:18]2)[CH2:11][N:10]2[CH2:9][CH2:8][N:7]([CH3:37])[CH2:6][CH2:5]2)=[CH:44][CH:43]=1 |f:0.1.2,3.4.5,6.7.8|. Procedure details: In an analogous manner to Example 24, 1-[1-[6-methoxy-3′-(trifluoromethoxy-1,1′-biphenyl-3-yl]-2-(4-methylpiperazin-1-yl)ethyl]cyclohexanol dihydrochloride was prepared from 1-[1-(3′-trifluoromethoxy-6-methoxy-1,1′-biphenyl-3-yl)-2-piperazin-1-ylethyl]cyclohexanol (see Example 251). MS m/z 493; HRMS: calcd for C27H35F3N2O3+H, 493.26780; found (ESI, [M+H]+), 493.2692.